Dataset: the Open Reaction Database (ORD), a public repository of structured organic reaction records. Task: describe an organic reaction: reactants, conditions, products, and yield Starting materials: [BH4-], CCO, CO, Cl, [Na+], O, Cc1cc2c(cc1C)C(=O)C(CN1CCC3(CC1)C(=O)NCN3c1ccccc1)CC2. Product: Cc1cc2c(cc1C)C(O)C(CN1CCC3(CC1)C(=O)NCN3c1ccccc1)CC2. Reaction SMILES: [BH4-:33].[CH3:35][CH2:36][OH:37].[CH3:38][OH:39].[ClH:32].[Na+:34].[OH2:40].[c:1]1([N:7]2[CH2:8][NH:9][C:10](=[O:31])[C:11]23[CH2:12][CH2:13][N:14]([CH2:17][CH:18]2[C:19](=[O:30])[c:20]4[cH:21][c:22]([CH3:29])[c:23]([CH3:28])[cH:24][c:25]4[CH2:26][CH2:27]2)[CH2:15][CH2:16]3)[cH:2][cH:3][cH:4][cH:5][cH:6]1>>[c:1]1([N:7]2[CH2:8][NH:9][C:10](=[O:31])[C:11]23[CH2:12][CH2:13][N:14]([CH2:17][CH:18]2[CH:19]([OH:30])[c:20]4[cH:21][c:22]([CH3:29])[c:23]([CH3:28])[cH:24][c:25]4[CH2:26][CH2:27]2)[CH2:15][CH2:16]3)[cH:2][cH:3][cH:4][cH:5][cH:6]1. The reactants are BrC1=CC=C(CC(C(=O)OC)(C(=O)OC)CC2=CC=C(C=C2)C(OCC)OCC)C=C1 (Dimethyl 2-(4-bromobenzyl)-2-[4-(diethoxymethyl)benzyl]malonate), [H-].[H-].[H-].[H-].[Li+].[Al+3] (LiAlH4). Run in C1CCOC1 (THF). Reaction conditions: time 2 hour. Yields the product BrC1=CC=C(CC(CO)(CO)CC2=CC=C(C=C2)C(OCC)OCC)C=C1 (2-(4-Bromobenzyl)-2-[4-(diethoxymethyl)benzyl]-1,3-propanediol). As a reaction SMILES: [Br:1][C:2]1[CH:31]=[CH:30][C:5]([CH2:6][C:7]([CH2:16][C:17]2[CH:22]=[CH:21][C:20]([CH:23]([O:27][CH2:28][CH3:29])[O:24][CH2:25][CH3:26])=[CH:19][CH:18]=2)([C:12](OC)=[O:13])[C:8](OC)=[O:9])=[CH:4][CH:3]=1.[H-].[H-].[H-].[H-].[Li+].[Al+3]>C1COCC1>[Br:1][C:2]1[CH:3]=[CH:4][C:5]([CH2:6][C:7]([CH2:16][C:17]2[CH:18]=[CH:19][C:20]([CH:23]([O:24][CH2:25][CH3:26])[O:27][CH2:28][CH3:29])=[CH:21][CH:22]=2)([CH2:12][OH:13])[CH2:8][OH:9])=[CH:30][CH:31]=1 |f:1.2.3.4.5.6|. Procedure: To a solution Dimethyl 2-(4-bromobenzyl)-2-[4-(diethoxymethyl) benzyl]malonate(crude from Step 2) in 200 mL of THF cooled at 0° C. was added of LiAlH4 (0.8 g). The mixture was stirred for 2 h at room temperature and the quenched with acetone (5 mL), followed by 100 mL of 20% aqueous sodium potassium tartrate solution. The mixture was extracted with 200 ML of 2:1 hexane/EtOAc. The extract was dried over Na2SO4 and concentrated to give the crude product which was purified by silica gel chromatogra... Isolated yield 37.2%. Procedure: The compound prepared as described in Example 2 (720 mg, 1.90 mmol) was dissolved in concentrated hydrochloric acid (14 ml). The resulting solution was heated under reflux for 8 hours. At the end of this time, the reaction mixture was neutralized with an aqueous solution of 1 N sodium hydroxide, and extracted with ethyl acetate. The organic layer was washed with water, dried over anhydrous sodium sulfate and the solvent was removed by distillation under reduced pressure. The residue was purified... As a reaction SMILES: [F:1][C:2]1[CH:7]=[CH:6][C:5]([C:8]2[NH:12][N:11]=[C:10]([C:13]3(O)[CH2:21][CH:20]4[N:16]([CH2:17][CH2:18][CH2:19]4)[CH2:15][CH2:14]3)[C:9]=2[C:23]2[CH:28]=[CH:27][N:26]=[CH:25][CH:24]=2)=[CH:4][CH:3]=1.[OH-].[Na+]>Cl>[F:1][C:2]1[CH:3]=[CH:4][C:5]([C:8]2[NH:12][N:11]=[C:10]([C:13]3[CH2:21][CH:20]4[N:16]([CH2:17][CH2:18][CH2:19]4)[CH2:15][CH:14]=3)[C:9]=2[C:23]2[CH:28]=[CH:27][N:26]=[CH:25][CH:24]=2)=[CH:6][CH:7]=1 |f:1.2|. The reactants are FC1=CC=C(C=C1)C1=C(C(=NN1)C1(CCN2CCCC2C1)O)C1=CC=NC=C1 ((±)-5-(4-Fluorophenyl)-3-(7-hydroxy-1,2,3,5,6,7,8,8a-octahydroindolizin-7-yl)-4-(pyridin-4-yl)pyrazole), [OH-].[Na+] (sodium hydroxide). Product: FC1=CC=C(C=C1)C1=C(C(=NN1)C1=CCN2CCCC2C1)C1=CC=NC=C1 ((±)-5-(4-Fluorophenyl)-3-(1,2,3,5,8,8a-hexahydroindolizin-7-yl)-4-(pyridin-4-yl)pyrazole). Run in Cl (hydrochloric acid).